Dataset: the Open Reaction Database (ORD), a public repository of structured organic reaction records. Task: describe an organic reaction: reactants, conditions, products, and yield The reactants are 1E, BrC1=C2C(C(N(C2=CC=C1)CCCCC)=O)C1=CC2=C(OCO2)C=C1O (4-bromo-3-(6-hydroxy-1,3-benzodioxol-5-yl)-1-pentyl-1,3-dihydro-2H-indol-2-one), OC=1C(=CC2=C(OCO2)C1)C1C(N(C2=CC=CC=C12)CCN1C(C2=CC=CC=C2C1=O)=O)=O (2-{2-[3-(6-hydroxy-1,3-benzodioxol-5-yl)-2-oxo-2,3-dihydro-1H-indol-1-yl]ethyl}-1H-isoindole-1,3(2H)-dione). Product: OC=1C(=CC2=C(OCO2)C1)C1(C(N(C2=CC=CC=C12)CCN1C(C2=CC=CC=C2C1=O)=O)=O)CO (2-{2-[3-(6-hydroxy-1,3-benzodioxol-5-yl)-3-(hydroxymethyl)-2-oxo-2,3-dihydro-1H-indol-1-yl]ethyl}-1H-isoindole-1,3(2H)-dione). Reaction SMILES: BrC1C=CC=C2C=1C(C1C(O)=CC3OCOC=3C=1)[C:5](=[O:16])N2CCCCC.[OH:27][C:28]1[C:29]([CH:37]2[C:45]3[C:40](=[CH:41][CH:42]=[CH:43][CH:44]=3)[N:39]([CH2:46][CH2:47][N:48]3[C:56](=[O:57])[C:55]4[C:50](=[CH:51][CH:52]=[CH:53][CH:54]=4)[C:49]3=[O:58])[C:38]2=[O:59])=[CH:30][C:31]2[O:35][CH2:34][O:33][C:32]=2[CH:36]=1>>[OH:27][C:28]1[C:29]([C:37]2([CH2:5][OH:16])[C:45]3[C:40](=[CH:41][CH:42]=[CH:43][CH:44]=3)[N:39]([CH2:46][CH2:47][N:48]3[C:56](=[O:57])[C:55]4[C:50](=[CH:51][CH:52]=[CH:53][CH:54]=4)[C:49]3=[O:58])[C:38]2=[O:59])=[CH:30][C:31]2[O:35][CH2:34][O:33][C:32]=2[CH:36]=1. Reported procedure: Following the procedure as described in PREPARATION 1E, making variation to replace 4-bromo-3-(6-hydroxy-1,3-benzodioxol-5-yl)-1-pentyl-1,3-dihydro-2H-indol-2-one with 2-{2-[3-(6-hydroxy-1,3-benzodioxol-5-yl)-2-oxo-2,3-dihydro-1H-indol-1-yl]ethyl}-1H-isoindole-1,3(2H)-dione, the title compound was obtained (56%): 1H NMR (300 MHz, CD3OD) δ 9.97 (s, 1H), 8.72-8.62 (m, 4H), 8.07-7.67 (m, 5H), 7.01 (s, 1H), 6.71 (s, 1H), 6.70 (s, 1H), 5.79 (t, 1H), 4.88-4.50 (m, 6H); MS (ES+) m/z 455 (M−17), 473 (M+... Reactants: C=CC1=CC=CC=C1 (styrene), S(=O)([O-])[O-].[Na+].[Na+] (sodium sulphite), [OH-].[K+] (potassium hydroxide), ClS(=O)(=O)N=C=O (chlorosulphonylisocyanate). Run in O (water), C(C)OCC (ethyl ether). The product is C1(=CC=CC=C1)C1CC(N1)=O (4-phenylazetidin-2-one). Yield: 37.4%. Reaction SMILES: [CH2:1]=[CH:2][C:3]1[CH:8]=[CH:7][CH:6]=[CH:5][CH:4]=1.ClS([N:13]=[C:14]=[O:15])(=O)=O.S([O-])([O-])=O.[Na+].[Na+].[OH-].[K+]>C(OCC)C.O>[C:3]1([CH:2]2[NH:13][C:14](=[O:15])[CH2:1]2)[CH:8]=[CH:7][CH:6]=[CH:5][CH:4]=1 |f:2.3.4,5.6|. Procedure details: 40 g of styrene are slowly dripped into a solution of 54 g of chlorosulphonylisocyanate in 80 cm3 of ethyl ether, maintaining the solvent at reflux temperature. After three hours the reaction mixture is cooled and is added in small quantities to a solution of 48 g of sodium sulphite in 195 cm3 of water, maintaining the temperature at less than 22° C. with an external ice bath and the pH within a range of between 7 and 8 by adding an aqueous solution of potassium hydroxide at 10%. At the end of t... Reactants: Cc1c(-c2ccnn2C)csc1C(=O)NC(Cc1ccccc1)CN(C(=O)[O-])C(C)(C)C, ClCCl, O=C(O)C(F)(F)F. The product is Cc1c(-c2ccnn2C)csc1C(=O)NC(CN)Cc1ccccc1. Reaction SMILES: [CH3:1][C:2]([N:5]([C:3](=[O:4])[O-:6])[CH2:9][CH:10]([CH2:11][c:12]1[cH:13][cH:14][cH:15][cH:16][cH:17]1)[NH:18][C:19](=[O:20])[c:21]1[s:22][cH:23][c:24](-[c:27]2[cH:28][cH:29][n:30][n:31]2[CH3:32])[c:25]1[CH3:26])([CH3:7])[CH3:8].[Cl:40][CH2:41][Cl:42].[F:33][C:34]([F:35])([F:36])[C:37]([OH:38])=[O:39]>>[NH2:5][CH2:9][CH:10]([CH2:11][c:12]1[cH:13][cH:14][cH:15][cH:16][cH:17]1)[NH:18][C:19](=[O:20])[c:21]1[s:22][cH:23][c:24](-[c:27]2[cH:28][cH:29][n:30][n:31]2[CH3:32])[c:25]1[CH3:26]. Reactants: C#Cc1ccc(C)cc1, Fc1ccc(CS)cc1, [Na]. Product: Cc1ccc(C=CSCc2ccc(F)cc2)cc1. RXN SMILES: [CH3:1][c:2]1[cH:3][cH:4][c:5]([C:8]#[CH:9])[cH:6][cH:7]1.[F:10][c:11]1[cH:12][cH:13][c:14]([CH2:15][SH:16])[cH:17][cH:18]1.[Na:19]>>[CH3:1][c:2]1[cH:3][cH:4][c:5]([CH:8]=[CH:9][S:16][CH2:15][c:14]2[cH:13][cH:12][c:11]([F:10])[cH:18][cH:17]2)[cH:6][cH:7]1. The reactants are C(O)([O-])=O.[Na+] (sodium hydrogencarbonate), CC=1C=C(N(C1C)C[C@@H]1[C@H](C1)C)C(=O)OC (methyl 4,5-dimethyl-1-[(1S,2S)-2-methylcyclopropylmethyl]pyrrole-2-carboxylate), P(=O)(Cl)(Cl)Cl (Phosphorous oxychloride), CN(C=O)C (dimethylformamide). Run in O (water), C1(=CC=CC=C1)C (toluene), C1(=CC=CC=C1)C (toluene). Reaction conditions: time 30 minute. Product: C(=O)C1=C(N(C(=C1C)C)C[C@@H]1[C@H](C1)C)C(=O)OC (Methyl 3-formyl-4,5-dimethyl-1-[(1S,2S)-2-methylcyclopropylmethyl]pyrrole-2-carboxylate). Isolated yield 78.2%. As a reaction SMILES: P(Cl)(Cl)(Cl)=O.CN(C)[CH:8]=[O:9].[CH3:11][C:12]1[CH:13]=[C:14]([C:23]([O:25][CH3:26])=[O:24])[N:15]([CH2:18][C@H:19]2[CH2:21][C@@H:20]2[CH3:22])[C:16]=1[CH3:17].C(=O)([O-])O.[Na+]>C1(C)C=CC=CC=1.O>[CH:8]([C:13]1[C:12]([CH3:11])=[C:16]([CH3:17])[N:15]([CH2:18][C@H:19]2[CH2:21][C@@H:20]2[CH3:22])[C:14]=1[C:23]([O:25][CH3:26])=[O:24])=[O:9] |f:3.4|. Procedure: Phosphorous oxychloride (2.15 g, 14 mmol) was added to a solution of dimethylformamide (1.10 g, 15 mmol) in toluene (2 ml) and the mixture was stirred at room temperature for 30 minutes. To this mixture was added a solution of methyl 4,5-dimethyl-1-[(1S,2S)-2-methylcyclopropylmethyl]pyrrole-2-carboxylate (2.21 g, 10 mmol) in toluene (6 ml) and the mixture was then heated at 80° C. for 10 hours. After this time, the reaction mixture was poured into water and neutralized with saturated aqueous sod... Starting materials: CC(=O)[O-], CCO, Cl, N#Cc1nn(-c2c(Cl)cc(C(F)(F)F)cc2Cl)c(N)c1C=O, NO, [Na+], O. The product is N#Cc1nn(-c2c(Cl)cc(C(F)(F)F)cc2Cl)c(N)c1C=NO. RXN SMILES: [CH3:27][C:28](=[O:29])[O-:30].[CH3:32][CH2:33][OH:34].[ClH:23].[NH2:1][c:2]1[c:3]([CH:21]=[O:22])[c:4]([C:19]#[N:20])[n:5][n:6]1-[c:7]1[c:8]([Cl:18])[cH:9][c:10]([C:14]([F:15])([F:16])[F:17])[cH:11][c:12]1[Cl:13].[NH2:24][OH:25].[Na+:26].[OH2:31]>>[NH2:1][c:2]1[c:3]([CH:21]=[N:24][OH:25])[c:4]([C:19]#[N:20])[n:5][n:6]1-[c:7]1[c:8]([Cl:18])[cH:9][c:10]([C:14]([F:15])([F:16])[F:17])[cH:11][c:12]1[Cl:13].